From a dataset of the Open Reaction Database (ORD), a public repository of structured organic reaction records. describe an organic reaction: reactants, conditions, products, and yield Starting materials: C(CCCCCCCCCCCCCCCCCCC)N=C=O (eicosylisocyanate), liquid, N (NH3). Run in C1(=CC=CC=C1)C (toluene). Run at time 30 minute. Yields the product C(CCCCCCCCCCCCCCCCCCC)NC(=O)N (N-eicosyl-urea). As a reaction SMILES: [CH2:1]([N:21]=[C:22]=[O:23])[CH2:2][CH2:3][CH2:4][CH2:5][CH2:6][CH2:7][CH2:8][CH2:9][CH2:10][CH2:11][CH2:12][CH2:13][CH2:14][CH2:15][CH2:16][CH2:17][CH2:18][CH2:19][CH3:20].[NH3:24]>C1(C)C=CC=CC=1>[CH2:1]([NH:21][C:22]([NH2:24])=[O:23])[CH2:2][CH2:3][CH2:4][CH2:5][CH2:6][CH2:7][CH2:8][CH2:9][CH2:10][CH2:11][CH2:12][CH2:13][CH2:14][CH2:15][CH2:16][CH2:17][CH2:18][CH2:19][CH3:20]. Procedure details: 80.75 g (0.25 mole) of eicosylisocyanate are dissolved in 350 ml of technical-grade toluene and, at a temperature of 50°-60° C., 4.25 g (0.25 mole) of liquid NH3 are slowly added, in a pressure vessel, with stirring. After an after-stirring period of 30 minutes, the N-eicosyl-urea is isolated. Starting materials: FC=1C=C2C=C(NC2=CC1)C=O (5-fluoro-1H-indole-2-carbaldehyde), Cl.NC=1N=CNC1C(=O)N (4-amino-5-imidazolecarboxamide hydrochloride), FC=1C=C2C=C(NC2=CC1)C=O (5-fluoro-1H-indole-2-carbaldehyde), [BH3-]C#N.[Na+] (NaCNBH3). Run in CO (methanol). Reaction conditions: time 1 hour. The product is FC=1C=C2C=C(NC2=CC1)NNC=1N=CNC1C(=O)N (4-[2-(5-Fluoro-1H-indol-2-yl)hydrazino]-1H-imidazole-5-carboxamide). The yield is 111.6%. Reaction SMILES: Cl.[NH2:2][C:3]1[N:4]=[CH:5][NH:6][C:7]=1[C:8]([NH2:10])=[O:9].[F:11][C:12]1[CH:13]=[C:14]2[C:18](=[CH:19][CH:20]=1)[NH:17][C:16](C=O)=[CH:15]2.[BH3-]C#[N:25].[Na+]>CO>[F:11][C:12]1[CH:13]=[C:14]2[C:18](=[CH:19][CH:20]=1)[NH:17][C:16]([NH:25][NH:2][C:3]1[N:4]=[CH:5][NH:6][C:7]=1[C:8]([NH2:10])=[O:9])=[CH:15]2 |f:0.1,3.4|. Reported procedure: A reaction mixture of 4-amino-5-imidazolecarboxamide hydrochloride (0.48 g, 2.94 mmol), 5-fluoro-1H-indole-2-carbaldehyde (0.40 g, 2.45 mmol), and NaCNBH3 (0.15 g, 2.45 mmol) in methanol (3 mL) was stirred at r.t. for 1 h. Additional 5-fluoro-1H-indole-2-carbaldehyde (0.42 equiv.) was added and after stirring at r.t. for 1 h the mixture was concentrated in vacuo. The residue was dissolved in ethyl acetate and washed with water. The aqueous phase was extracted twice with ethyl acetate. The combin... Starting materials: ClCCCOC1=CC=C(CO)C=C1 (4-(3-chloropropoxy)benzyl alcohol), C([O-])([O-])=O.[K+].[K+] (potassium carbonate), N1CCCCC1 (piperidine), CN(C=O)C (N,N-dimethylformamide). Solvent: O (Water). Yields the product Cl.OCC1=CC=C(OCCCN2CCCCC2)C=C1 (1-[3-(4-hydroxymethylphenoxy)-propyl]piperidine, hydrochloride). Reaction SMILES: [Cl:1][CH2:2][CH2:3][CH2:4][O:5][C:6]1[CH:13]=[CH:12][C:9]([CH2:10][OH:11])=[CH:8][CH:7]=1.C(=O)([O-])[O-].[K+].[K+].[NH:20]1[CH2:25][CH2:24][CH2:23][CH2:22][CH2:21]1.CN(C)C=O>O>[ClH:1].[OH:11][CH2:10][C:9]1[CH:12]=[CH:13][C:6]([O:5][CH2:4][CH2:3][CH2:2][N:20]2[CH2:25][CH2:24][CH2:23][CH2:22][CH2:21]2)=[CH:7][CH:8]=1 |f:1.2.3,7.8|. Procedure: A mixture of 4-(3-chloropropoxy)benzyl alcohol (11.1 g), potassium carbonate (23.0 g), piperidine (6.57 mL) and N,N-dimethylformamide (130 mL) is heated at a temperature close to 100° C. for 5 h30, then cooled back to room temperature. Water (130 mL) is added and organics are extracted with dichloromethane. The combined extracts are pooled, dried over magnesium sulphate, purified by chromatography over silica gel (eluent: dichloromethane/methanol with trace amount of ammonia from 90/10 to 80/20)... Starting materials: O=C([O-])[O-], C=CCC1Oc2cccc(OC)c2-c2ccc3c(c21)NC(=O)C(C)(C)N3, CI, CC#N, [Cs+], [Cs+], O. Product: C=CCC1Oc2cccc(OC)c2-c2ccc3c(c21)N(C)C(=O)C(C)(C)N3. As a reaction SMILES: [C:27](=[O:28])([O-:29])[O-:30].[CH2:1]([CH:2]=[CH2:3])[CH:4]1[c:5]2[c:6]3[c:11]([cH:12][cH:13][c:14]2-[c:15]2[c:16]([O:22][CH3:23])[cH:17][cH:18][cH:19][c:20]2[O:21]1)[NH:10][C:9]([CH3:24])([CH3:25])[C:8](=[O:26])[NH:7]3.[CH3:33][I:34].[CH3:35][C:36]#[N:37].[Cs+:31].[Cs+:32].[OH2:38]>>[CH2:1]([CH:2]=[CH2:3])[CH:4]1[c:5]2[c:6]3[c:11]([cH:12][cH:13][c:14]2-[c:15]2[c:16]([O:22][CH3:23])[cH:17][cH:18][cH:19][c:20]2[O:21]1)[NH:10][C:9]([CH3:24])([CH3:25])[C:8](=[O:26])[N:7]3[CH3:27]. Reported procedure: To a solution of o-phenylenediamine (5 mmol) in DCM (25 mL) and pyridine (5 mL) at 0° C., benzo[b]thiophene-2-sulfonyl chloride (5.5 mmol) was added in small portions. The reaction mixture was then gradually warmed to RT with stirring continued until the reaction was complete as determined by TLC or LC-MS. The reaction mixture was then diluted with DCM (25 mL). The organic phase was washed with water (2×25 mL) and 25 mL of brine. The organic phase was dried over anhydrous sodium sulfate, and con... RXN SMILES: [C:1]1([NH2:8])[CH:6]=[CH:5][CH:4]=[CH:3][C:2]=1[NH2:7].[S:9]1[C:13]([S:14](Cl)(=[O:16])=[O:15])=[CH:12][C:11]2[CH:18]=[CH:19][CH:20]=[CH:21][C:10]1=2>C(Cl)Cl.N1C=CC=CC=1>[NH2:7][C:2]1[CH:3]=[CH:4][CH:5]=[CH:6][C:1]=1[NH:8][S:14]([C:13]1[S:9][C:10]2[CH:21]=[CH:20][CH:19]=[CH:18][C:11]=2[CH:12]=1)(=[O:15])=[O:16]. Solvent: C(Cl)Cl (DCM), N1=CC=CC=C1 (pyridine), C(Cl)Cl (DCM). Isolated yield 78.8%. The reactants are C1(=C(C=CC=C1)N)N (o-phenylenediamine), S1C2=C(C=C1S(=O)(=O)Cl)C=CC=C2 (benzo[b]thiophene-2-sulfonyl chloride). Product: NC1=C(C=CC=C1)NS(=O)(=O)C1=CC2=C(S1)C=CC=C2 (benzo[b]thiophene-2-sulfonic acid (2-amino-phenyl)-amide).